From a dataset of the Open Reaction Database (ORD), a public repository of structured organic reaction records. describe an organic reaction: reactants, conditions, products, and yield The reactants are CC(C)(C)OC(=O)N1CCCC1C(=O)O, COC(=O)C1CCCN1. The product is COC(=O)C1CCCN1C(=O)C1CCCN1C(=O)OC(C)(C)C. RXN SMILES: [C:1](=[O:2])([O:3][C:4]([CH3:5])([CH3:6])[CH3:7])[N:8]1[CH:9]([C:10](=[O:11])[OH:12])[CH2:13][CH2:14][CH2:15]1.[CH3:16][O:17][C:18]([CH:19]1[NH:20][CH2:21][CH2:22][CH2:23]1)=[O:24]>>[C:1](=[O:2])([O:3][C:4]([CH3:5])([CH3:6])[CH3:7])[N:8]1[CH:9]([C:10](=[O:12])[N:20]2[CH:19]([C:18]([O:17][CH3:16])=[O:24])[CH2:23][CH2:22][CH2:21]2)[CH2:13][CH2:14][CH2:15]1. Starting materials: [OH-].[Na+] (sodium hydroxide), O=C([C@H](O)[C@@H](O)[C@H](O)[C@H](O)CO)O (gluconic acid). Product: O=C([C@H](O)[C@@H](O)[C@H](O)[C@H](O)CO)[O-].[Na+] (sodium gluconate). RXN SMILES: [OH-].[Na+:2].[O:3]=[C:4]([OH:15])[C@@H:5]([C@H:7]([C@@H:9]([C@@H:11]([CH2:13][OH:14])[OH:12])[OH:10])[OH:8])[OH:6]>>[O:3]=[C:4]([O-:15])[C@@H:5]([C@H:7]([C@@H:9]([C@@H:11]([CH2:13][OH:14])[OH:12])[OH:10])[OH:8])[OH:6].[Na+:2] |f:0.1,3.4|. Procedure details: Growth continued until a suitable mass of cells were produced. During fermentation, the pH was readjusted upward with sodium hydroxide as gluconic acid was produced thus forming sodium gluconate. The reactants are [Na] (sodium), C1(=CC=CC=C1)CC/C=C/CCC(=O)O (E-7-phenylhept-4-enoic acid), 3-(4-methoxyphenyl)propional, [Br-] (bromide), [Li] (lithium), C(C)O[PH+](OCC)CC(=O)OCC (ethyl diethoxyphosphonioacetate), C(CCC1=CC=CC=C1)=O (dihydrocinnamaldehyde), C(CC(=O)OCC)(=O)OCC (diethyl malonate). Run in O1CCCC1 (tetrahydrofuran). The product is COC1=CC=C(C=C1)CC/C=C/CCC(=O)O (E-7-(4-Methoxyphenyl)hept-4-enoic acid), methyl E-1-carbomethoxy-5-(4-methoxyphenyl)hept-4-enoate. As a reaction SMILES: [C:1]1([CH2:7][CH2:8]/[CH:9]=[CH:10]/[CH2:11][CH2:12][C:13]([OH:15])=[O:14])[CH:6]=[CH:5][CH:4]=[CH:3][CH:2]=1.[CH:16](=[O:25])CCC1C=CC=CC=1.[Li].C(O[PH+](CC(OCC)=O)OCC)C.[Br-].[Na].C(OCC)(=O)CC(OCC)=O>O1CCCC1>[CH3:16][O:25][C:4]1[CH:5]=[CH:6][C:1]([CH2:7][CH2:8]/[CH:9]=[CH:10]/[CH2:11][CH2:12][C:13]([OH:15])=[O:14])=[CH:2][CH:3]=1 |^1:25,40|. Reported procedure: E-7-(4-Methoxyphenyl)hept-4-enoic acid was prepared in the same fashion as E-7-phenylhept-4-enoic acid by substituting 3-(4-methoxyphenyl) propional for dihydrocinnamaldehyde as the starting material in the synthetic sequence. 3-(4-methoxyphenyl)propional was combined with the lithium salt of ethyl diethoxyphosphonioacetate in tetrahydrofuran at room temperature. The resulting unsaturated ester, ethyl 5-(4-methoxyphenyl)pent-2-enoate, was purified by chromatography. The unsaturated ester was the...